Dataset: the Open Reaction Database (ORD), a public repository of structured organic reaction records. Task: describe an organic reaction: reactants, conditions, products, and yield The product is C(C)(C)(C)C=1C=C(OC2=C(C=C(C=N2)N)C)C=CC1 (6-(3-tert-butyl-phenoxy)-5-methyl-pyridin-3-ylamine). Reactants: C(C)O (ethanol), Cl (hydrochloric acid), C(C)(C)(C)C=1C=C(OC2=NC=C(C=C2C)[N+](=O)[O-])C=CC1 (2-(3-tert-Butyl-phenoxy)-3-methyl-5-nitro-pyridine). Run in O (water). As a reaction SMILES: C(O)C.Cl.[C:5]([C:9]1[CH:10]=[C:11]([CH:23]=[CH:24][CH:25]=1)[O:12][C:13]1[C:18]([CH3:19])=[CH:17][C:16]([N+:20]([O-])=O)=[CH:15][N:14]=1)([CH3:8])([CH3:7])[CH3:6]>[Fe].O>[C:5]([C:9]1[CH:10]=[C:11]([CH:23]=[CH:24][CH:25]=1)[O:12][C:13]1[N:14]=[CH:15][C:16]([NH2:20])=[CH:17][C:18]=1[CH3:19])([CH3:8])([CH3:6])[CH3:7]. The yield is 54.4%. Run at temperature 50 celsius. Reagents/catalysts: [Fe] (iron). Reported procedure: A 100 ml two-necked round-bottomed flask equipped with a KPG-stirrer, a thermometer and a reflux condenser is charged with ethanol (50 ml), water (5 ml), iron (1.43 g) and hydrochloric acid 37% (0.2 ml). The reaction mixture is heated at 50° C. 2-(3-tert-Butyl-phenoxy)-3-methyl-5-nitro-pyridine (2.26 g) was added portionwise. The mixture is heated at reflux for 3 hours. After cooling the mixture to 50° C. it is filtered through celite. The filtrate is poured into water (200 ml) and extracted wit... Starting materials: C(C)(C)(C)NC=1C(=NC2=CC=CC(=C2N1)C1=CC=2C(NCCC2N1)=O)C (2-(3-(tert-butylamino)-2-methylquinoxalin-5-yl)-6,7-dihydro-1H-pyrrolo[3,2-c]pyridin-4(5H)-one), BrN1C(CCC1=O)=O (1-bromopyrrolidine-2,5-dione). The solvent is C(Cl)(Cl)Cl (CHCl3), C(Cl)Cl (DCM). Product: BrC1=C(NC2=C1C(NCC2)=O)C2=C1N=C(C(=NC1=CC=C2)C)NC(C)(C)C (3-bromo-2-(3-(tert-butylamino)-2-methylquinoxalin-5-yl)-6,7-dihydro-1H-pyrrolo[3,2-c]pyridin-4(5H)-one). Yield: 61.6%. Reaction SMILES: [C:1]([NH:5][C:6]1[C:7]([CH3:26])=[N:8][C:9]2[C:14]([N:15]=1)=[C:13]([C:16]1[NH:24][C:23]3[CH2:22][CH2:21][NH:20][C:19](=[O:25])[C:18]=3[CH:17]=1)[CH:12]=[CH:11][CH:10]=2)([CH3:4])([CH3:3])[CH3:2].[Br:27]N1C(=O)CCC1=O>C(Cl)(Cl)Cl.C(Cl)Cl>[Br:27][C:17]1[C:18]2[C:19](=[O:25])[NH:20][CH2:21][CH2:22][C:23]=2[NH:24][C:16]=1[C:13]1[CH:12]=[CH:11][CH:10]=[C:9]2[C:14]=1[N:15]=[C:6]([NH:5][C:1]([CH3:4])([CH3:3])[CH3:2])[C:7]([CH3:26])=[N:8]2. Reported procedure: A solution of 2-(3-(tert-butylamino)-2-methylquinoxalin-5-yl)-6,7-dihydro-1H-pyrrolo[3,2-c]pyridin-4(5H)-one (193) (0.30 g, 0.86 mmol) and 1-bromopyrrolidine-2,5-dione (0.23 g, 1.28 mmol) in CHCl3 (8.6 mL) was stirred at RT for 3 h. The reaction mixture was diluted with DCM (150 mL), added to a separatory funnel, and washed with saturated aq. NaHCO3 (3×150 mL); the organic layer was separated, dried over Na2SO4, and concentrated. The crude product was directly injected onto the column and was pu... Reactants: FC1=C(C=CC=C1F)C1CCC(CC1)=O (4-(2,3-difluorophenyl)cyclohexanone), [Cl-].COC[P+](C1=CC=CC=C1)(C1=CC=CC=C1)C1=CC=CC=C1 ((methoxymethyl)triphenylphosphonium chloride), CC(C)([O-])C.[K+] (potassium t-butoxide). The solvent is CCOCC (ether), CCOCC (ether). Run at time 30 minute. The product is FC1=C(C=CC=C1F)C1CCC(CC1)=COC (1-(2,3-difluorophenyl)-4-methoxymethylene cyclohexane). The yield is 89.8%. Reaction SMILES: [Cl-].[CH3:2][O:3][CH2:4][P+](C1C=CC=CC=1)(C1C=CC=CC=1)C1C=CC=CC=1.CC(C)([O-])C.[K+].[F:30][C:31]1[C:36]([F:37])=[CH:35][CH:34]=[CH:33][C:32]=1[CH:38]1[CH2:43][CH2:42][C:41](=O)[CH2:40][CH2:39]1>CCOCC>[F:30][C:31]1[C:36]([F:37])=[CH:35][CH:34]=[CH:33][C:32]=1[CH:38]1[CH2:43][CH2:42][C:41](=[CH:2][O:3][CH3:4])[CH2:40][CH2:39]1 |f:0.1,2.3|. Procedure details: First, 27.4 g of (methoxymethyl)triphenylphosphonium chloride, 9 g of potassium t-butoxide, and 225 ml of dry ether were placed in a 500 ml flask whose content was replaced with argon. The mixture was stirred for 30 minutes under ice water cooling. Then, 50 ml of an ether solution containing 16.8 g of 4-(2,3-difluorophenyl)cyclohexanone was added dropwise to the reaction mixture. The reaction mixture was stirred under ice water cooling for 30 minutes and at room temperature for 8 hours. Thereaft... Starting materials: C([O-])([O-])=O.[Cs+].[Cs+] (cesium carbonate), FC=1C=CC(=C(C(=O)O)C1)I (5-fluoro-2-iodobenzoic acid), Cl (HCl), ClC=1C=C(C=CC1Cl)O (3,4-dichlorophenol), FC=1C=CC(=C(C(=O)O)C1)I (5-fluoro-2-iodobenzoic acid). Reagents/catalysts: FC(S(=O)(=O)[O-])(F)F.[Cu+2].FC(S(=O)(=O)[O-])(F)F (copper (II) trifluoromethanesulfonate). The solvent is O (water), CCOC(=O)C (EtOAc), C1(=CC=CC=C1)C (toluene). Run at time 5 minute. The product is ClC=1C=C(OC2=C(C(=O)O)C=C(C=C2)F)C=CC1Cl (2-(3,4-DICHLOROPHENOXY)-5-FLUORO-BENZOIC ACID). Reaction SMILES: C(=O)([O-])[O-].[Cs+].[Cs+].[Cl:7][C:8]1[CH:9]=[C:10]([OH:15])[CH:11]=[CH:12][C:13]=1[Cl:14].[F:16][C:17]1[CH:18]=[CH:19][C:20](I)=[C:21]([CH:25]=1)[C:22]([OH:24])=[O:23].Cl>C1(C)C=CC=CC=1.O.CCOC(C)=O.FC(F)(F)S([O-])(=O)=O.[Cu+2].FC(F)(F)S([O-])(=O)=O>[Cl:7][C:8]1[CH:9]=[C:10]([CH:11]=[CH:12][C:13]=1[Cl:14])[O:15][C:20]1[CH:19]=[CH:18][C:17]([F:16])=[CH:25][C:21]=1[C:22]([OH:24])=[O:23] |f:0.1.2,9.10.11|. Procedure: Under N2 in a round-bottomed flask fitted with a reflux condenser and magnetic stirrer were placed 6.37 g (19.55 mmol) of cesium carbonate and 3.2 g (19.55 mmol) of 3,4-dichlorophenol (both from Aldrich Chem. Co., Milwaukee, Wis.) in 60 mL of anhydrous toluene. After stirring the mixture for 5 min., 89 mg (0.24 mmol) of copper (II) trifluoromethanesulfonate (copper triflate) and 0.26g (9.78 mmol) of 5-fluoro-2-iodobenzoic acid (prepared according to the method in Collection of Czechoslovakian Ch... The reactants are CC(=O)N=C1[SH]=C(C)CN1c1ccc(F)c(C(F)(F)F)c1, CCO, Cl, O. Product: Cl, CC1=[SH]C(=N)N(c2ccc(F)c(C(F)(F)F)c2)C1. RXN SMILES: [C:1](=[O:2])([CH3:3])[N:4]=[C:5]1[SH:6]=[C:7]([CH3:21])[CH2:8][N:9]1[c:10]1[cH:11][c:12]([C:17]([F:18])([F:19])[F:20])[c:13]([F:16])[cH:14][cH:15]1.[CH2:24]([OH:25])[CH3:26].[ClH:22].[OH2:23]>>[ClH:22].[NH:4]=[C:5]1[SH:6]=[C:7]([CH3:21])[CH2:8][N:9]1[c:10]1[cH:11][c:12]([C:17]([F:18])([F:19])[F:20])[c:13]([F:16])[cH:14][cH:15]1.